This data is from the Open Reaction Database (ORD), a public repository of structured organic reaction records. The task is: describe an organic reaction: reactants, conditions, products, and yield The reactants are 88, [N+](=O)([O-])[O-].[NH4+] (ammonium nitrate), C(C)C1C(OC=C(C1)CC)OC (3,5-diethyl-2,3-dihydro-2-methoxy-4H-pyran). Run in O (water), C(C)(=O)O (acetic acid), O (water), C(C)(=O)O (acetic acid), [N+](=O)(O)[O-] (nitric acid). Reaction conditions: time 15 minute. Yields the product 87, C(C)C=1C=NC=C(C1)CC (3,5-diethylpyridine). The yield is 64.0%. As a reaction SMILES: [CH2:1]([CH:3]1[CH2:8][C:7]([CH2:9][CH3:10])=[CH:6]O[CH:4]1OC)[CH3:2].[N+:13]([O-])([O-])=O.[NH4+]>O.C(O)(=O)C.[N+]([O-])(O)=O>[CH2:1]([C:3]1[CH:4]=[N:13][CH:6]=[C:7]([CH2:9][CH3:10])[CH:8]=1)[CH3:2] |f:1.2|. Procedure details: 170 parts of 3,5-diethyl-2,3-dihydro-2-methoxy-4H-pyran are dissolved in 25 parts of water, 300 parts of acetic acid and 2 parts of 60 percent strength nitric acid at 22° C. After 15 minutes, a solution of 88 parts of ammonium nitrate in 80 parts of water is added. The resulting solution is run into 800 parts of acetic acid at 110° C. in the course of 20 minutes, whilst stirring. The reaction mixture is left to cool, the acetic acid, water and methanol are distilled off, 200 parts of water are a... The reactants are C(C)C(C(=O)O)(C1=CC=CC=C1)Br (ethyl 2-bromo-2-phenylacetic acid), NC1=C(SC=C1)C(=O)OC (methyl 3-aminothiophene-2-carboxylate). The solvent is C(C)#N (acetonitrile). Yields the product COC(=O)C=1SC=CC1NC(C(=O)O)C1=CC=CC=C1 (2-(2-(methoxycarbonyl)thiophen-3-ylamino)-2-phenylacetic acid). Reaction SMILES: C([C:3](Br)([C:7]1[CH:12]=[CH:11][CH:10]=[CH:9][CH:8]=1)[C:4]([OH:6])=[O:5])C.[NH2:14][C:15]1[CH:19]=[CH:18][S:17][C:16]=1[C:20]([O:22][CH3:23])=[O:21]>C(#N)C>[CH3:23][O:22][C:20]([C:16]1[S:17][CH:18]=[CH:19][C:15]=1[NH:14][CH:3]([C:7]1[CH:8]=[CH:9][CH:10]=[CH:11][CH:12]=1)[C:4]([OH:6])=[O:5])=[O:21]. Procedure: A solution of ethyl 2-bromo-2-phenylacetic acid (600 mg, 2.79 mmol) and methyl 3-aminothiophene-2-carboxylate (438 mg, 2.79 mmol) in acetonitrile (20 ml) was heated under microwave irradiation at 100° C. for 1 hour. Acetonitrile was evaporated to dryness and the resulting residue was used in the next step without any further purification. RXN SMILES: [CH2:4]([CH3:5])[c:6]1[c:7]([NH:33][C:34]([CH2:35][CH:36]2[c:37]3[cH:38][cH:39][cH:40][cH:41][c:42]3[O:43][c:44]3[cH:45][cH:46][cH:47][cH:48][c:49]32)=[O:50])[c:8]([CH:12]([CH2:13][CH3:14])[O:15][C:16](=[O:17])[CH2:18][CH:19]2[c:20]3[cH:21][cH:22][cH:23][cH:24][c:25]3[O:26][c:27]3[c:28]2[cH:29][cH:30][cH:31][cH:32]3)[cH:9][cH:10][cH:11]1.[CH3:1][O-:2].[CH3:52][CH2:53][O:54][CH2:55][CH3:56].[Na+:3].[OH2:51]>>[CH2:4]([CH3:5])[c:6]1[c:7]([NH:33][C:34]([CH2:35][CH:36]2[c:37]3[cH:38][cH:39][cH:40][cH:41][c:42]3[O:43][c:44]3[cH:45][cH:46][cH:47][cH:48][c:49]32)=[O:50])[c:8]([CH:12]([CH2:13][CH3:14])[OH:15])[cH:9][cH:10][cH:11]1. The product is CCc1cccc(C(O)CC)c1NC(=O)CC1c2ccccc2Oc2ccccc21. Reactants: CCc1cccc(C(CC)OC(=O)CC2c3ccccc3Oc3ccccc32)c1NC(=O)CC1c2ccccc2Oc2ccccc21, C[O-], CCOCC, [Na+], O. Yields the product CCOC(=O)C(Br)c1ccc(OC(F)(F)F)cc1. Starting materials: O=C1CCC(=O)N1Br, ClC(Cl)(Cl)Cl, CCOC(=O)Cc1ccc(OC(F)(F)F)cc1, CC(C)(C#N)N=NC(C)(C)C#N. As a reaction SMILES: [Br:18][N:19]1[C:20](=[O:21])[CH2:22][CH2:23][C:24]1=[O:25].[C:38]([Cl:39])([Cl:40])([Cl:41])[Cl:42].[F:1][C:2]([O:3][c:4]1[cH:5][cH:6][c:7]([CH2:10][C:11](=[O:12])[O:13][CH2:14][CH3:15])[cH:8][cH:9]1)([F:16])[F:17].[N:26]([C:27]([CH3:28])([CH3:29])[C:30]#[N:31])=[N:32][C:33]([CH3:34])([CH3:35])[C:36]#[N:37]>>[F:1][C:2]([O:3][c:4]1[cH:5][cH:6][c:7]([CH:10]([C:11](=[O:12])[O:13][CH2:14][CH3:15])[Br:18])[cH:8][cH:9]1)([F:16])[F:17].